This data is from the Open Reaction Database (ORD), a public repository of structured organic reaction records. The task is: describe an organic reaction: reactants, conditions, products, and yield Starting materials: [H-].[Na+] (sodium hydride), CN(CCCO)C (3-(dimethylamino)propanol), ClC1=NC=2N(C3=C1C=NC1=C3C=NN1CC)N=C(C2)C (5-chloro-8-ethyl-2-methyl-8H-pyrazolo[1,5-a]-pyrazolo[4',3':5,6]pyrido[3,4-e]pyrimidine). Run in C1=CC=CC=C1 (benzene). The product is CN(CCCOC1=NC=2N(C3=C1C=NC1=C3C=NN1CC)N=C(C2)C)C (5-[3-(Dimethylamino)propoxy]-8-ethyl-2-methyl-8H-pyrazolo[1,5-a]pyrazolo[4',3':5,6]pyrido[3,4-e]pyrimidine). Reaction SMILES: [H-].[Na+].[CH3:3][N:4]([CH3:9])[CH2:5][CH2:6][CH2:7][OH:8].Cl[C:11]1[C:16]2[CH:17]=[N:18][C:19]3[N:23]([CH2:24][CH3:25])[N:22]=[CH:21][C:20]=3[C:15]=2[N:14]2[N:26]=[C:27]([CH3:29])[CH:28]=[C:13]2[N:12]=1>C1C=CC=CC=1>[CH3:3][N:4]([CH3:9])[CH2:5][CH2:6][CH2:7][O:8][C:11]1[C:16]2[CH:17]=[N:18][C:19]3[N:23]([CH2:24][CH3:25])[N:22]=[CH:21][C:20]=3[C:15]=2[N:14]2[N:26]=[C:27]([CH3:29])[CH:28]=[C:13]2[N:12]=1 |f:0.1|. Procedure: To a suspension of 3.6 g of sodium hydride in 100 ml of dry benzene 15.3 g of 3-(dimethylamino)propanol are added and the mixture is refluxed for 6 hours. After this time, 28.6 g of 5-chloro-8-ethyl-2-methyl-8H-pyrazolo[1,5-a]-pyrazolo[4',3':5,6]pyrido[3,4-e]pyrimidine are added in small portions with stirring. The solution is refluxed for 10 hours, and then the solvent is distilled off. The residue is treated with water, filtered off and recrystallized from ethyl acetate, yield 25 g (71%); m.p.... Product: O=C(C1CN(S(=O)(=O)c2ccccc2)C(=O)N1C1CCCCC1)N1CCN(c2ncc(Cl)cc2Cl)CC1. The reactants are Clc1cnc(N2CCNCC2)c(Cl)c1, O=C(O)C1CN(S(=O)(=O)c2ccccc2)C(=O)N1C1CCCCC1. RXN SMILES: [Cl:25][c:26]1[c:27]([N:33]2[CH2:34][CH2:35][NH:36][CH2:37][CH2:38]2)[n:28][cH:29][c:30]([Cl:32])[cH:31]1.[c:1]1([S:7](=[O:8])(=[O:9])[N:10]2[C:11](=[O:24])[N:12]([CH:18]3[CH2:19][CH2:20][CH2:21][CH2:22][CH2:23]3)[CH:13]([C:15](=[O:16])[OH:17])[CH2:14]2)[cH:2][cH:3][cH:4][cH:5][cH:6]1>>[c:1]1([S:7](=[O:8])(=[O:9])[N:10]2[C:11](=[O:24])[N:12]([CH:18]3[CH2:19][CH2:20][CH2:21][CH2:22][CH2:23]3)[CH:13]([C:15](=[O:16])[N:36]3[CH2:35][CH2:34][N:33]([c:27]4[c:26]([Cl:25])[cH:31][c:30]([Cl:32])[cH:29][n:28]4)[CH2:38][CH2:37]3)[CH2:14]2)[cH:2][cH:3][cH:4][cH:5][cH:6]1.